From a dataset of the Open Reaction Database (ORD), a public repository of structured organic reaction records. describe an organic reaction: reactants, conditions, products, and yield The reactants are NC=1C(=C(C=CC1)C)N (diaminotoluene), C(N)(OC1=C(C)C=CC(=C1)OC(N)=O)=O (tolylene dicarbamate). Product: CC1=C(C=C(C=C1)NC(O)=O)NC(O)=O.C(CCC)OC(=O)NC1=C(C=CC(=C1)NC(=O)OCCCC)C (2,4-bis(butoxycarbonylamino)toluene (2,4-tolylene dicarbamate)), CC1=C(C=CC=C1NC(O)=O)NC(O)=O.C(CCC)OC(=O)NC1=C(C(=CC=C1)NC(=O)OCCCC)C (2,6-bis(butoxycarbonylamino)toluene (2,6-tolylene dicarbamate)). RXN SMILES: N[C:2]1[C:3]([NH2:9])=[C:4]([CH3:8])[CH:5]=[CH:6][CH:7]=1.[C:10](=[O:24])([O:12]C1C=[C:18]([O:20][C:21](=[O:23])[NH2:22])[CH:17]=[CH:16][C:14]=1C)[NH2:11]>>[CH3:8][C:4]1[CH:5]=[CH:6][C:7]([NH:11][C:10](=[O:12])[OH:24])=[CH:2][C:3]=1[NH:9][C:10](=[O:12])[OH:24].[CH2:18]([O:20][C:21]([NH:9][C:3]1[CH:2]=[C:7]([NH:22][C:21]([O:20][CH2:18][CH2:17][CH2:16][CH3:14])=[O:23])[CH:6]=[CH:5][C:4]=1[CH3:8])=[O:23])[CH2:17][CH2:16][CH3:14].[CH3:8][C:4]1[C:5]([NH:11][C:10](=[O:12])[OH:24])=[CH:6][CH:7]=[CH:2][C:3]=1[NH:9][C:10](=[O:12])[OH:24].[CH2:18]([O:20][C:21]([NH:22][C:5]1[CH:6]=[CH:7][CH:2]=[C:3]([NH:9][C:21]([O:20][CH2:18][CH2:17][CH2:16][CH3:14])=[O:23])[C:4]=1[CH3:8])=[O:23])[CH2:17][CH2:16][CH3:14] |f:2.3,4.5|. Reported procedure: Tolylene dicarbamate was produced in the same manner as in Preparation Example 1, except that the mixed diaminotoluene was used in place of the first diaminotoluene. It was confirmed that tolylene dicarbamate was obtained at a yield of 95 mol % as the total amount of 2,4-bis(butoxycarbonylamino)toluene (2,4-tolylene dicarbamate) and 2,6-bis(butoxycarbonylamino)toluene (2,6-tolylene dicarbamate). The reactants are CC1=CC(=C(C(=S)N)C=C1)[N+](=O)[O-] (4-Methyl-2-nitro-thio benzamide), compound 5, CCOC(=O)C(=O)CBr (Ethyl bromo pyruvate). Run in CCO (EtOH), CCOC(=O)C (EtOAc). Run at temperature 70 celsius. Product: C(C)OC(=O)C=1N=C(SC1)C1=C(C=C(C=C1)C)[N+](=O)[O-] (4-Methyl-2-nitro-phenyl-thiazole-4-carboxylic acid ethyl ester). Reaction SMILES: [CH3:1][C:2]1[CH:10]=[CH:9][C:5]([C:6]([NH2:8])=[S:7])=[C:4]([N+:11]([O-:13])=[O:12])[CH:3]=1.[CH3:14][CH2:15][O:16][C:17]([C:19]([CH2:21]Br)=O)=[O:18]>CCO.CCOC(C)=O>[CH2:15]([O:16][C:17]([C:19]1[N:8]=[C:6]([C:5]2[CH:9]=[CH:10][C:2]([CH3:1])=[CH:3][C:4]=2[N+:11]([O-:13])=[O:12])[S:7][CH:21]=1)=[O:18])[CH3:14]. Reported procedure: 4-Methyl-2-nitro-thio benzamide (60 mgs, 0.30 mmol, prepared as described in compound 5, Step 2, was stirred in 1 mL absolute EtOH at room temperature under N2. Ethyl bromo pyruvate (65 mgs, 0.33 mmol) was added, and the resulting solution was heated to 70° C. for 3 h. The reaction was diluted to 30 mL with EtOAc and washed with saturated NaHCO3, and saturated NaCl. The organic layer was dried over MgSO4, filtered and concentrated to a yellow oil, which was used as is in the next step. Starting materials: CC(C)(C)NC(=O)C1Cc2ccccc2CN1C(=O)OCc1ccccc1, CCO, [H][H]. Product: CC(C)(C)NC(=O)C1Cc2ccccc2CN1. Reaction SMILES: [C:1]([CH3:2])([CH3:3])([CH3:4])[NH:5][C:6](=[O:7])[CH:8]1[N:9]([C:18]([O:19][CH2:20][c:21]2[cH:22][cH:23][cH:24][cH:25][cH:26]2)=[O:27])[CH2:10][c:11]2[cH:12][cH:13][cH:14][cH:15][c:16]2[CH2:17]1.[CH3:30][CH2:31][OH:32].[H:28][H:29]>>[C:1]([CH3:2])([CH3:3])([CH3:4])[NH:5][C:6](=[O:7])[CH:8]1[NH:9][CH2:10][c:11]2[cH:12][cH:13][cH:14][cH:15][c:16]2[CH2:17]1. The reactants are COC(C1=C(N=C(C=C1Cl)C)OC1=C(C=C(C=C1C)Br)C)=O (4-chloro-6-methyl-2-(4-bromo-2,6-dimethyl-phenoxy)-nicotinic acid methyl ester), C(C)C(CC)N (1-ethyl-propyl-amine). The solvent is CS(=O)C (DMSO). Run at temperature 120 celsius. The product is COC(C1=C(N=C(C=C1NC(CC)CC)C)OC1=C(C=C(C=C1C)Br)C)=O (2-(4-Bromo-2,6-dimethyl-phenoxy)-4-(1-ethyl-propylamino)-6-methyl-nicotinic acid methyl ester). As a reaction SMILES: [CH3:1][O:2][C:3](=[O:22])[C:4]1[C:9](Cl)=[CH:8][C:7]([CH3:11])=[N:6][C:5]=1[O:12][C:13]1[C:18]([CH3:19])=[CH:17][C:16]([Br:20])=[CH:15][C:14]=1[CH3:21].[CH2:23]([CH:25]([NH2:28])[CH2:26][CH3:27])[CH3:24]>CS(C)=O>[CH3:1][O:2][C:3](=[O:22])[C:4]1[C:9]([NH:28][CH:25]([CH2:26][CH3:27])[CH2:23][CH3:24])=[CH:8][C:7]([CH3:11])=[N:6][C:5]=1[O:12][C:13]1[C:18]([CH3:19])=[CH:17][C:16]([Br:20])=[CH:15][C:14]=1[CH3:21]. Procedure: A mixture of 4-chloro-6-methyl-2-(4-bromo-2,6-dimethyl-phenoxy)-nicotinic acid methyl ester and 1-ethyl-propyl-amine in DMSO was heated at 120° C. for 16 hr. The mixture was quenched with water, brine and extracted with ethyl acetate. The organic layer was dried and concentrated to dryness. The residue was purified through silica gel column chromatography using hexane to 3% ethyl acetate in hexane as eluent to give to the title compound as a white solid. 1H NMR(CDCl3) d 8.1(d, 1H), 7.18(s, 2H), ...